This data is from the Open Reaction Database (ORD), a public repository of structured organic reaction records. The task is: describe an organic reaction: reactants, conditions, products, and yield Reaction SMILES: [CH3:21][C:22](=[O:23])[OH:24].[CH3:25][OH:26].[Cl:1][c:2]1[n:3][c:4]([CH3:20])[cH:5][c:6]([NH:11][CH:12]([CH2:13][CH2:14][O:15][CH3:16])[CH2:17][O:18][CH3:19])[c:7]1[N+:8]([O-:9])=[O:10]>>[Cl:1][c:2]1[n:3][c:4]([CH3:20])[cH:5][c:6]([NH:11][CH:12]([CH2:13][CH2:14][O:15][CH3:16])[CH2:17][O:18][CH3:19])[c:7]1[NH2:8]. The reactants are CC(=O)O, CO, COCCC(COC)Nc1cc(C)nc(Cl)c1[N+](=O)[O-]. Product: COCCC(COC)Nc1cc(C)nc(Cl)c1N. Procedure details: To a 1L round bottom flask was added the resultant compound from Example 3E (84.5 g, 0.305 mol) and dichloromethane (305 mL). The mixture was cooled to 0° C. in an ice water bath and a solution of N-methyl piperazine (35.5 mL, 32.1 g) dissolved in dichloromethane (305 mL) was added dropwise with vigorous stirring over 90 min. After the addition was completed, the ice-water bath was removed and the mixture was stirred an additional 4 h while warming to ambient temperature. The solution was then p... Solvent: ClCCl (dichloromethane), ClCCl (dichloromethane). Yield: 81.2%. Yields the product C(C1=CC=CC=C1)C(C(=O)OC)CS(=O)(=O)N1CCN(CC1)C (Methyl 2-Benzyl-3-(1-methyl-piperazin-4-ylsulfonyl)propionate). Starting materials: C([O-])(O)=O.[Na+] (sodium bicarbonate), C(=O)(OC)C(CS(=O)(=O)Cl)CC1=CC=CC=C1 (2-Carbomethoxy-3-phenyl-1-propanesulfonyl Chloride), CN1CCNCC1 (N-methyl piperazine). Run at temperature 0 celsius, time 90 minute. As a reaction SMILES: C(=O)(O)[O-].[Na+].[C:6]([CH:10]([CH2:16][C:17]1[CH:22]=[CH:21][CH:20]=[CH:19][CH:18]=1)[CH2:11][S:12](Cl)(=[O:14])=[O:13])([O:8][CH3:9])=[O:7].[CH3:23][N:24]1[CH2:29][CH2:28][NH:27][CH2:26][CH2:25]1>ClCCl>[CH2:16]([CH:10]([CH2:11][S:12]([N:27]1[CH2:28][CH2:29][N:24]([CH3:23])[CH2:25][CH2:26]1)(=[O:14])=[O:13])[C:6]([O:8][CH3:9])=[O:7])[C:17]1[CH:22]=[CH:21][CH:20]=[CH:19][CH:18]=1 |f:0.1|. Reactants: aldehyde, BrC=1C=C(C(=NC1)C(=O)N(C)OC)Cl (5-bromo-3-chloro-N-methoxy-N-methylpyridine-2-carboxamide), BrC(C(C(F)(F)F)=O)Br (3,3-dibromo-1,1,1-trifluoropropan-2-one), C(C)(=O)[O-].[Na+] (sodium acetate), [H-].[Al+3].[Li+].[H-].[H-].[H-] (lithium aluminum hydride), aldehyde, aldehyde aldehyde, N (ammonia). Solvent: O1CCCC1 (tetrahydrofuran), O (water), O1CCCC1 (tetrahydrofuran), [Cl-].[Na+].O (brine), O (water), CO (methanol). Reaction conditions: temperature -70 celsius, time 2 hour. The product is BrC=1C=C(C(=NC1)C=1NC(=CN1)C(F)(F)F)Cl (5-bromo-3-chloro-2-[5-(trifluoromethyl)-1H-imidazol-2-yl]pyridine). RXN SMILES: [Br:1][C:2]1[CH:3]=[C:4]([Cl:14])[C:5]([C:8]([N:10](OC)[CH3:11])=O)=[N:6][CH:7]=1.[H-].[Al+3].[Li+].[H-].[H-].[H-].BrC(Br)[C:23](=O)[C:24]([F:27])([F:26])[F:25].C([O-])(=O)C.[Na+].[NH3:35]>O1CCCC1.[Cl-].[Na+].O.CO.O>[Br:1][C:2]1[CH:3]=[C:4]([Cl:14])[C:5]([C:8]2[NH:35][C:23]([C:24]([F:27])([F:26])[F:25])=[CH:11][N:10]=2)=[N:6][CH:7]=1 |f:1.2.3.4.5.6,8.9,12.13.14|. Procedure: In tetrahydrofuran (27 mL) was dissolved 5-bromo-3-chloro-N-methoxy-N-methylpyridine-2-carboxamide (2.66 g), the mixture was cooled under nitrogen atmosphere at −70° C. or lower, and a tetrahydrofuran (5 mL) suspension of lithium aluminum hydride (180 mg) was added dropwise to the mixture. The mixture was stirred at −70° C. or lower for 2 hours, then, water (10 mL) and a saturated brine (10 mL) were added dropwise to the mixture. A temperature of the mixture was raised to room temperature, the m... Yields the product CC(=O)OC1C(OCc2ccccc2)C(C(COC(=O)c2ccccc2)OCc2ccccc2)OC1n1cc(C)c(=O)[nH]c1=O. The reactants are CC(=O)OC1OC(C(COC(=O)c2ccccc2)OCc2ccccc2)C(OCc2ccccc2)C1OC(C)=O, O=C([O-])O, CC#N, [Na+], C[Si](C)(C)OS(=O)(=O)C(F)(F)F, Cc1c[nH]c(=O)[nH]c1=O. RXN SMILES: [C:1]([c:2]1[cH:3][cH:4][cH:5][cH:6][cH:7]1)(=[O:8])[O:9][CH2:10][CH:11]([CH:12]1[CH:13]([O:25][CH2:26][c:27]2[cH:28][cH:29][cH:30][cH:31][cH:32]2)[CH:14]([O:21][C:22]([CH3:23])=[O:24])[CH:15]([O:16][C:17](=[O:18])[CH3:19])[O:20]1)[O:33][CH2:34][c:35]1[cH:36][cH:37][cH:38][cH:39][cH:40]1.[C:62](=[O:63])([O-:64])[OH:65].[CH3:67][C:68]#[N:69].[Na+:66].[S:50]([O:51][Si:52]([CH3:53])([CH3:54])[CH3:55])([C:56]([F:57])([F:58])[F:59])(=[O:60])=[O:61].[nH:41]1[c:42](=[O:43])[nH:44][c:45](=[O:46])[c:47]([CH3:48])[cH:49]1>>[C:1]([c:2]1[cH:3][cH:4][cH:5][cH:6][cH:7]1)(=[O:8])[O:9][CH2:10][CH:11]([CH:12]1[CH:13]([O:25][CH2:26][c:27]2[cH:28][cH:29][cH:30][cH:31][cH:32]2)[CH:14]([O:21][C:22]([CH3:23])=[O:24])[CH:15]([n:41]2[c:42](=[O:43])[nH:44][c:45](=[O:46])[c:47]([CH3:48])[cH:49]2)[O:20]1)[O:33][CH2:34][c:35]1[cH:36][cH:37][cH:38][cH:39][cH:40]1.